This data is from the Open Reaction Database (ORD), a public repository of structured organic reaction records. The task is: describe an organic reaction: reactants, conditions, products, and yield Reactants: CCCCc1cccs1, CC(=O)Cl, ClCCl. Product: CCCCc1ccc(C(C)=O)s1. As a reaction SMILES: [CH2:1]([CH2:2][CH2:3][CH3:4])[c:5]1[s:6][cH:7][cH:8][cH:9]1.[CH3:10][C:11]([Cl:12])=[O:13].[Cl:14][CH2:15][Cl:16]>>[CH2:1]([CH2:2][CH2:3][CH3:4])[c:5]1[s:6][c:7]([C:11]([CH3:10])=[O:13])[cH:8][cH:9]1.